Dataset: the Open Reaction Database (ORD), a public repository of structured organic reaction records. Task: describe an organic reaction: reactants, conditions, products, and yield The reactants are COC1=C(C=O)C=CC(=C1OC)OC (2,3,4-Trimethoxybenzaldehyde), ClC1=CC(=CC=C1)C(=O)OO (m-chloroperbenzoic acid). The solvent is C(Cl)Cl (methylene chloride). Run at temperature 50 celsius, time 3 hour. The product is COC1=C(C=CC(=C1OC)OC)O (2,3,4-trimethoxyphenol). The yield is 51.1%. RXN SMILES: [CH3:1][O:2][C:3]1[C:10]([O:11][CH3:12])=[C:9]([O:13][CH3:14])[CH:8]=[CH:7][C:4]=1C=O.ClC1C=CC=C(C(OO)=[O:23])C=1>C(Cl)Cl>[CH3:1][O:2][C:3]1[C:10]([O:11][CH3:12])=[C:9]([O:13][CH3:14])[CH:8]=[CH:7][C:4]=1[OH:23]. Procedure details: 2,3,4-Trimethoxybenzaldehyde (5 g) was suspended in anhydrous methylene chloride (50 ml), followed by addition of m-chloroperbenzoic acid (10 g; purity of 70%) to heat and stir the resulting mixture at 50° C. for 3 hours. After distilling off the solvents under reduced pressure, the residue was dissolved in ethyl acetate (100 ml) and washed in an aqueous saturated sodium hydrogen carbonate solution, in water and in a saturated sodium chloride solution, and dried over anhydrous magnesium sulfate.... Starting materials: [Li]CCCC, CC(C)NC(C)C, Cl, O=S(=O)(Nc1ccc(F)cc1F)c1ccc(C(F)(F)F)cc1, C1CCOC1, O. The product is O=Cc1c(F)ccc(NS(=O)(=O)c2ccc(C(F)(F)F)cc2)c1F. RXN SMILES: [CH2:8]([Li:9])[CH2:10][CH2:11][CH3:12].[CH:1]([NH:2][CH:3]([CH3:4])[CH3:5])([CH3:6])[CH3:7].[ClH:35].[F:13][c:14]1[c:15]([NH:21][S:22](=[O:23])(=[O:24])[c:25]2[cH:26][cH:27][c:28]([C:31]([F:32])([F:33])[F:34])[cH:29][cH:30]2)[cH:16][cH:17][c:18]([F:20])[cH:19]1.[O:37]1[CH2:38][CH2:39][CH2:40][CH2:41]1.[OH2:36]>>[CH:1]([c:19]1[c:14]([F:13])[c:15]([NH:21][S:22](=[O:23])(=[O:24])[c:25]2[cH:26][cH:27][c:28]([C:31]([F:32])([F:33])[F:34])[cH:29][cH:30]2)[cH:16][cH:17][c:18]1[F:20])=[O:36].